Task: describe an organic reaction: reactants, conditions, products, and yield. Dataset: the Open Reaction Database (ORD), a public repository of structured organic reaction records Starting materials: NC1=C(C2=C(NC(CO2)=S)C=C1)C(=O)OC (methyl 7-amino-3-thioxo-3,4-dihydro-2H-benzo[1,4]oxazine-8-carboxylate), NC1=C(C2=C(NC(CO2)=S)C=C1)C(=O)OC (methyl 7-amino-3-thioxo-3,4-dihydro-2H-benzo[1,4]oxazine-8-carboxylate), CI (methyl iodide), C([O-])([O-])=O.[K+].[K+] (potassium carbonate). Run in CC(=O)C (acetone). Conditions: time 2 hour. Yields the product NC1=C(C2=C(N=C(CO2)SC)C=C1)C(=O)OC (methyl 7-amino-3-methylsulfanyl-2H-benzo[1,4]oxazine-8-carboxylate). Yield: 77.0%. Reaction SMILES: [NH2:1][C:2]1[CH:12]=[CH:11][C:5]2[NH:6][C:7](=[S:10])[CH2:8][O:9][C:4]=2[C:3]=1[C:13]([O:15][CH3:16])=[O:14].CI.[C:19](=O)([O-])[O-].[K+].[K+]>CC(C)=O>[NH2:1][C:2]1[CH:12]=[CH:11][C:5]2[N:6]=[C:7]([S:10][CH3:19])[CH2:8][O:9][C:4]=2[C:3]=1[C:13]([O:15][CH3:16])=[O:14] |f:2.3.4|. Reported procedure: A mixture of methyl 7-amino-3-thioxo-3,4-dihydro-2H-benzo[1,4]oxazine-8-carboxylate (Intermediate 29, 0.795 g), methyl iodide (0.710 g) and potassium carbonate (1.38 g) in acetone (20 mL) was stirred at room temperature for 2 hours. The resultant mixture was filtered and the filtrate was concentrated in vacuo. The residue was purified by chromatography on silica, eluting with a mixture of ethyl acetate and cyclohexane with a gradient of 5-25% to give methyl 7-amino-3-methylsulfanyl-2H-benzo[1,4]... Reactants: ClC1=CC=C(C=C1)CCC=CC(C)=O (6-(p-chlorophenyl)-3-hexen-2-one), BrCC(=O)OCC (ethyl bromoacetate). The reagents and catalysts are [Zn] (zinc). Product: OC(CC(=O)OCC)(C=CCCC1=CC=C(C=C1)Cl)C (ethyl 3-hydroxy-3-methyl-7-(p-chlorophenyl)-4-heptenoate). Reaction SMILES: [Cl:1][C:2]1[CH:7]=[CH:6][C:5]([CH2:8][CH2:9][CH:10]=[CH:11][C:12](=[O:14])[CH3:13])=[CH:4][CH:3]=1.Br[CH2:16][C:17]([O:19][CH2:20][CH3:21])=[O:18]>[Zn]>[OH:14][C:12]([CH3:13])([CH:11]=[CH:10][CH2:9][CH2:8][C:5]1[CH:4]=[CH:3][C:2]([Cl:1])=[CH:7][CH:6]=1)[CH2:16][C:17]([O:19][CH2:20][CH3:21])=[O:18]. Reported procedure: Using 7.17 g of 6-(p-chlorophenyl)-3-hexen-2-one, 4.2 ml of ethyl bromoacetate and 2.47 g of zinc, the reaction and the purification of the product were carried out according to the method described in Example 1 (a) affording 6.4 g of ethyl 3-hydroxy-3-methyl-7-(p-chlorophenyl)-4-heptenoate. Reactants: C(C)C=1N=C(N(C1)CCOC1OCCCC1)C1CCN(CC1)C(=O)OC(C)(C)C (tert-butyl 4-(4-ethyl-1-(2-(tetrahydro-2H-pyran-2-yloxy)ethyl)-1H-imidazol-2-yl)piperidine-1-carboxylate), ClCCl (dichloromethane), Cl (hydrogen chloride). Run in CO (methanol). Reaction conditions: time 8 hour. Yields the product Cl.Cl.C(C)C=1N=C(N(C1)CCO)C1CCNCC1 (2-(4-Ethyl-2-(piperidin-4-yl)-1H-imidazol-1-yl)ethanol dihydrochloride). Isolated yield 100.0%. As a reaction SMILES: [CH2:1]([C:3]1[N:4]=[C:5]([CH:17]2[CH2:22][CH2:21][N:20](C(OC(C)(C)C)=O)[CH2:19][CH2:18]2)[N:6]([CH2:8][CH2:9][O:10]C2CCCCO2)[CH:7]=1)[CH3:2].[Cl:30]CCl.[ClH:33]>CO>[ClH:30].[ClH:33].[CH2:1]([C:3]1[N:4]=[C:5]([CH:17]2[CH2:18][CH2:19][NH:20][CH2:21][CH2:22]2)[N:6]([CH2:8][CH2:9][OH:10])[CH:7]=1)[CH3:2] |f:4.5.6|. Procedure: Combine tert-butyl 4-(4-ethyl-1-(2-(tetrahydro-2H-pyran-2-yloxy)ethyl)-1H-imidazol-2-yl)piperidine-1-carboxylate (4.70 g, 11.53 mmol), dichloromethane (100 mL), and methanol (50 mL). Add hydrogen chloride (20 mL) (4 M in dioxane) slowly. Stir overnight under nitrogen. Concentrate in vacuo to give the title compound (3.40 g, 100%). MS (ES) m/z=224 [M]+. Starting materials: ClC1=NC(=NC=2CCCCC12)C(F)(F)F (4-chloro-5,6,7,8,-tetrahydro-2-trifluoromethylquinazoline), BrN1C(CCC1=O)=O (N-bromosuccinimide), CC(C)(C#N)N=NC(C)(C)C#N (AIBN). The solvent is C(Cl)(Cl)Cl (chloroform). Product: BrC1C=2C(=NC(=NC2CCC1)C(F)(F)F)Cl (5-bromo-4-chloro-5,6,7,8-tetrahydro-2-trifluoromethylquinazoline). The yield is 58.3%. As a reaction SMILES: [Cl:1][C:2]1[C:11]2[CH2:10][CH2:9][CH2:8][CH2:7][C:6]=2[N:5]=[C:4]([C:12]([F:15])([F:14])[F:13])[N:3]=1.[Br:16]N1C(=O)CCC1=O.CC(N=NC(C#N)(C)C)(C#N)C>C(Cl)(Cl)Cl>[Br:16][CH:10]1[CH2:9][CH2:8][CH2:7][C:6]2[N:5]=[C:4]([C:12]([F:14])([F:15])[F:13])[N:3]=[C:2]([Cl:1])[C:11]1=2. Reported procedure: To a solution of 17.63 g of 4-chloro-5,6,7,8,-tetrahydro-2-trifluoromethylquinazoline in 220 mL of chloroform was added 14.6 g of N-bromosuccinimide and 0.85 g of AIBN. The resulting reaction mixture was heated to reflux overnight under a nitrogen atmosphere. The reaction was cooled, filtered and all solvents were removed by evaporation. The residue was purified on a silica column (5% ethyl acetate in hexane) to yield 13.7 g (58%) of the required compound. This material was carried to the next s... Starting materials: COc1ccc(Br)c(C2OCCO2)c1, [Li]CCCC, CI, C1CCOC1. Product: COc1ccc(C)c(C2OCCO2)c1. RXN SMILES: [Br:1][c:2]1[c:3]([CH:10]2[O:11][CH2:12][CH2:13][O:14]2)[cH:4][c:5]([O:8][CH3:9])[cH:6][cH:7]1.[CH2:15]([Li:16])[CH2:17][CH2:18][CH3:19].[CH3:20][I:21].[O:22]1[CH2:23][CH2:24][CH2:25][CH2:26]1>>[c:2]1([CH3:15])[c:3]([CH:10]2[O:11][CH2:12][CH2:13][O:14]2)[cH:4][c:5]([O:8][CH3:9])[cH:6][cH:7]1. Starting materials: CC1(OCCO1)C1=NOC(=C1)CN1N=CC(=C1)N (1-[3-(2-methyl-[1,3]dioxolan-2-yl)-isoxazol-5-ylmethyl]-1H-pyrazol-4-ylamine), C1(=CC=CC=C1)C1=C(N=CO1)C(=O)O (5-phenyl-oxazole-4-carboxylic acid). Procedure: Following general procedure B followed by T, starting from 1-[3-(2-methyl-[1,3]dioxolan-2-yl)-isoxazol-5-ylmethyl]-1H-pyrazol-4-ylamine and 5-phenyl-oxazole-4-carboxylic acid. LC-MS-conditions 02: tR=0.97 min; [M+H]+=378.36. As a reaction SMILES: [CH3:1][C:2]1([C:7]2[CH:11]=[C:10]([CH2:12][N:13]3[CH:17]=[C:16]([NH2:18])[CH:15]=[N:14]3)[O:9][N:8]=2)[O:6]CCO1.[C:19]1([C:25]2[O:29][CH:28]=[N:27][C:26]=2[C:30](O)=[O:31])[CH:24]=[CH:23][CH:22]=[CH:21][CH:20]=1>>[C:2]([C:7]1[CH:11]=[C:10]([CH2:12][N:13]2[CH:17]=[C:16]([NH:18][C:30]([C:26]3[N:27]=[CH:28][O:29][C:25]=3[C:19]3[CH:20]=[CH:21][CH:22]=[CH:23][CH:24]=3)=[O:31])[CH:15]=[N:14]2)[O:9][N:8]=1)(=[O:6])[CH3:1]. Yields the product C(C)(=O)C1=NOC(=C1)CN1N=CC(=C1)NC(=O)C=1N=COC1C1=CC=CC=C1 (5-Phenyl-oxazole-4-carboxylic acid [1-(3-acetyl-isoxazol-5-ylmethyl)-1H-pyrazol-4-yl]-amide). Starting materials: C(C)(=O)N[C@H]1C[C@@H](OC)O[C@@H]([C@H]1OC(C1=CC=CC=C1)=O)CBr (methyl 3-acetamido-4-O-benzoyl-6-bromo-2,3,6-trideoxy-α-D-ribo-hexopyranoside), CCOCC (ether), C1=CC=CC=C1.CC(=O)C (benzene acetone), C(C)(=O)N[C@H]1C[C@@H](OC)O[C@@H]([C@H]1OC(C1=CC=CC=C1)=O)CBr (methyl 3-acetamido-4-O-benzoyl-6-bromo-2,3,6-trideoxy-α-D-ribo-hexopyranoside). The reagents and catalysts are [Ag]F (silver fluoride). Solvent: N1=CC=CC=C1 (pyridine). Product: C(C)(=O)N[C@H]1C[C@@H](OC)OC([C@H]1OC(C1=CC=CC=C1)=O)=C (methyl 3-acetamido-4-O-benzoyl-2,3,6-trideoxy-α-D-erythro-hex-5-enopyranoside). Reaction SMILES: [C:1]([NH:4][C@@H:5]1[C@H:12]([O:13][C:14](=[O:21])[C:15]2[CH:20]=[CH:19][CH:18]=[CH:17][CH:16]=2)[C@@H:11]([CH2:22]Br)[O:10][C@H:7]([O:8][CH3:9])[CH2:6]1)(=[O:3])[CH3:2].C1C=CC=CC=1.CC(C)=O.CCOCC>N1C=CC=CC=1.[Ag]F>[C:1]([NH:4][C@@H:5]1[C@H:12]([O:13][C:14](=[O:21])[C:15]2[CH:20]=[CH:19][CH:18]=[CH:17][CH:16]=2)[C:11](=[CH2:22])[O:10][C@H:7]([O:8][CH3:9])[CH2:6]1)(=[O:3])[CH3:2] |f:1.2|. Reported procedure: A mixture of Compound VI (5 g, 13 mmoles) and dry, technical-grade silver fluoride (5 g, 22.1 mmoles) in dry pyridine (90 ml) was stirred for 14 hours at 25° C, after which time, t.l.c. (2:3 benzene-acetone) showed that all of Compound VI had reacted. The dark solution was poured into ether (500 ml), and the resultant mixture was filtered. The filtrate was evaporated at ≤40° C, and then three 25-ml portions of toluene were added to and evaporated from the residue (to remove all of the pyridine).... Starting materials: P(Br)(Br)Br (phosphorus tribromide), ClC=1C=CC2=C(C(=C(O2)CO)C)C1 (5-chloro-3-methyl benzofuran 2-methanol), CN(C)C=O (DMF). Reported procedure: A solution of 5-chloro-3-methyl benzofuran 2-methanol (18.3 mmol, 3.6 g) in ether (200 mL) was cooled to 0° C. To this was added drop-wise phosphorus tribromide (29.3 mmol, 7.9 g) and then DMF (2 mL). After allowing the reaction mixture to come to room temperature over three hours, the reaction was quenched with ice water (100 mL). The ether layer was collected, dried, filtered and the filtrate was evaporated to a yellow solid: 2-bromomethyl-5-chloro-3-methyl benzofuran (88%, 4.2 g); mp 81° C.-8... Run in CCOCC (ether). As a reaction SMILES: [Cl:1][C:2]1[CH:3]=[CH:4][C:5]2[O:9][C:8]([CH2:10]O)=[C:7]([CH3:12])[C:6]=2[CH:13]=1.P(Br)(Br)[Br:15].CN(C=O)C>CCOCC>[Br:15][CH2:10][C:8]1[O:9][C:5]2[CH:4]=[CH:3][C:2]([Cl:1])=[CH:13][C:6]=2[C:7]=1[CH3:12]. Conditions: time 3 hour. Product: BrCC=1OC2=C(C1C)C=C(C=C2)Cl (2-Bromomethyl-5-chloro-3-methyl benzofuran).